This data is from the Open Reaction Database (ORD), a public repository of structured organic reaction records. The task is: describe an organic reaction: reactants, conditions, products, and yield Reactants: C(C1=CC=CC=C1)N1C=NC(=C1C)C (1-benzyl-4,5-dimethylimidazole), C=O (formaldehyde). Run at temperature 150 celsius. The product is C(C1=CC=CC=C1)N1C(=NC(=C1C)C)CO (1-benzyl-4,5-dimethyl-2-hydroxymethylimidazole). RXN SMILES: [CH2:1]([N:8]1[C:12]([CH3:13])=[C:11]([CH3:14])[N:10]=[CH:9]1)[C:2]1[CH:7]=[CH:6][CH:5]=[CH:4][CH:3]=1.[CH2:15]=[O:16]>>[CH2:1]([N:8]1[C:12]([CH3:13])=[C:11]([CH3:14])[N:10]=[C:9]1[CH2:15][OH:16])[C:2]1[CH:3]=[CH:4][CH:5]=[CH:6][CH:7]=1. Procedure: A mixture of 8 g (43 mmol) of 1-benzyl-4,5-dimethylimidazole and 60 ml of 40% aqueous formaldehyde solution was heated in a sealed autoclave at 150° C. for 20 hours. The mixture was evaporated and the semi-solid residue was chromatographed on a column of 300 g of silica gel using a 20% solution of methanol in chloroform for the elution. Evaporation of the eluate yielded 6 g of 1-benzyl-4,5-dimethyl-2-hydroxymethylimidazole of melting point 156°-158° C. After recrystallization from methylcyclohex...